Task: describe an organic reaction: reactants, conditions, products, and yield. Dataset: the Open Reaction Database (ORD), a public repository of structured organic reaction records The reactants are solution, C(C)(=O)[O-].[NH4+] (ammonium acetate), CC(C)([O-])C.[K+] (potassium t-butoxide), [N+](=O)([O-])C1CC(NCC1C1=NC=CC=C1)=O (4-nitro-2-oxo-5-pyridylpiperidine). Reagents/catalysts: [Cl-].[Cl-].[Cl-].[Ti+3] (titanium trichloride), [Cl-].[Cl-].[Cl-].[Ti+3] (titanium trichloride). Solvent: Cl (hydrochloric acid), O (water), CO (methanol), CO (methanol). Reaction conditions: time 15 minute. The product is OC1CCC(NC1C1=NC=CC=C1)=O (5-hydroxy-2-oxo-6-pyridylpiperidine). As a reaction SMILES: [C:1]([O-:4])(=O)[CH3:2].[NH4+:5].[CH3:6][C:7](C)([O-:9])[CH3:8].[K+].[N+]([CH:15]1[CH:20](C2C=CC=CN=2)[CH2:19][NH:18][C:17](=O)[CH2:16]1)([O-])=O>Cl.O.CO.[Cl-].[Cl-].[Cl-].[Ti+3]>[OH:9][CH:7]1[CH:8]([C:17]2[CH:16]=[CH:15][CH:20]=[CH:19][N:18]=2)[NH:5][C:1](=[O:4])[CH2:2][CH2:6]1 |f:0.1,2.3,8.9.10.11|. Procedure: A 13% solution of titanium trichloride in 20% hydrochloric acid (143 ml) was added to a degassed solution of ammonium acetate (56 g) in water (200 ml) at 0° C. under nitrogen over 30 min. A solution of potassium t-butoxide (1.91 g) in methanol (40 ml) was added to a solution of 4-nitro-2-oxo-5-pyridylpiperidine (3.01 g, Example 26a) in methanol (65 ml) and the mixture was stirred for 15 min. This solution was then added dropwise to the titanium trichloride/buffer solution at 0° C. under nitrogen... Reactants: Cl (hydrochloric acid), C([O-])([O-])=O.[Na+].[Na+] (sodium carbonate), [Si](C)(C)(C(C)(C)C)O[C@@H](COC1=CC=C(C=C1)B(O)O)CCC=1C=NC=CC1 ((2R)-4-[2-(tert-butyldimethylsilanyloxy)-4-pyridin-3-yl-butoxy]benzeneboronic acid), BrC1=CC=C(S1)S(=O)(=O)N (5-bromothiophene-2-sulfonic acid amide). Reagents/catalysts: C=1C=CC(=CC1)[P](C=2C=CC=CC2)(C=3C=CC=CC3)[Pd]([P](C=4C=CC=CC4)(C=5C=CC=CC5)C=6C=CC=CC6)([P](C=7C=CC=CC7)(C=8C=CC=CC8)C=9C=CC=CC9)[P](C=1C=CC=CC1)(C=1C=CC=CC1)C=1C=CC=CC1 (tetrakis(triphenylphosphine)palladium(0)). Solvent: C(C)O (ethanol), CO (methanol). Reaction conditions: temperature 90 celsius, time 8 hour. Yields the product O[C@@H](COC1=CC=C(C=C1)C1=CC=C(S1)S(=O)(=O)N)CCC=1C=NC=CC1 ((2R)-5-[4-(2-Hydroxy-4-pyridin-3-ylbutoxy)phenyl]thiophene-2-sulfonic acid amide). Reaction SMILES: C(=O)([O-])[O-].[Na+].[Na+].[Si]([O:14][C@H:15]([CH2:27][CH2:28][C:29]1[CH:30]=[N:31][CH:32]=[CH:33][CH:34]=1)[CH2:16][O:17][C:18]1[CH:23]=[CH:22][C:21](B(O)O)=[CH:20][CH:19]=1)(C(C)(C)C)(C)C.Br[C:36]1[S:40][C:39]([S:41]([NH2:44])(=[O:43])=[O:42])=[CH:38][CH:37]=1.Cl>C(O)C.CO.C1C=CC([P]([Pd]([P](C2C=CC=CC=2)(C2C=CC=CC=2)C2C=CC=CC=2)([P](C2C=CC=CC=2)(C2C=CC=CC=2)C2C=CC=CC=2)[P](C2C=CC=CC=2)(C2C=CC=CC=2)C2C=CC=CC=2)(C2C=CC=CC=2)C2C=CC=CC=2)=CC=1>[OH:14][C@H:15]([CH2:27][CH2:28][C:29]1[CH:30]=[N:31][CH:32]=[CH:33][CH:34]=1)[CH2:16][O:17][C:18]1[CH:19]=[CH:20][C:21]([C:36]2[S:40][C:39]([S:41]([NH2:44])(=[O:43])=[O:42])=[CH:38][CH:37]=2)=[CH:22][CH:23]=1 |f:0.1.2,^1:54,56,75,94|. Procedure: 2M Aqueous sodium carbonate (2.5 ml), (2R)-4-[2-(tert-butyldimethylsilanyloxy)-4-pyridin-3-yl-butoxy]benzeneboronic acid (Example 7b)), 1.0 g), and tetrakis(triphenylphosphine)palladium(0) (0.1 g) were added to a solution of 5-bromothiophene-2-sulfonic acid amide (1.21 g) in ethanol (25 ml). The mixture was heated at 90° C. for 4 hours. The mixture was cooled to room temperature and solvents were evaporated under reduced pressure. The reaction mixture was triturated with acetone (10 ml) and filt... Reactants: N#Cc1ccc(Nc2ccccc2)cc1, Cc1ccccc1, [H-], [Na+], O, Cc1ccc(S(=O)(=O)Cl)cc1. Yields the product Cc1ccc(S(=O)(=O)N(c2ccccc2)c2ccc(C#N)cc2)cc1. RXN SMILES: [C:1](#[N:2])[c:3]1[cH:4][cH:5][c:6]([NH:7][c:8]2[cH:9][cH:10][cH:11][cH:12][cH:13]2)[cH:14][cH:15]1.[CH3:30][c:31]1[cH:32][cH:33][cH:34][cH:35][cH:36]1.[H-:16].[Na+:17].[OH2:29].[c:18]1([CH3:28])[cH:19][cH:20][c:21]([S:24](=[O:25])(=[O:26])[Cl:27])[cH:22][cH:23]1>>[C:1](#[N:2])[c:3]1[cH:4][cH:5][c:6]([N:7]([c:8]2[cH:9][cH:10][cH:11][cH:12][cH:13]2)[S:24]([c:21]2[cH:20][cH:19][c:18]([CH3:28])[cH:23][cH:22]2)(=[O:25])=[O:26])[cH:14][cH:15]1. The reactants are CC(C)(C)OC(=O)CCCBr, COC(=O)C(=O)Cl, [Zn]. The product is COC(=O)C(=O)CCCC(=O)OC(C)(C)C. Reaction SMILES: [Br:1][CH2:2][CH2:3][CH2:4][C:5](=[O:6])[O:7][C:8]([CH3:9])([CH3:10])[CH3:11].[Cl:12][C:13]([C:14](=[O:15])[O:16][CH3:17])=[O:18].[Zn:19]>>[CH2:2]([CH2:3][CH2:4][C:5](=[O:6])[O:7][C:8]([CH3:9])([CH3:10])[CH3:11])[C:13]([C:14](=[O:15])[O:16][CH3:17])=[O:18]. Starting materials: C(=C)(C)C(C(C#C)(O)C)CC=C(CCC=C(C)C)C (4-Isopropenyl-3,7,11-trimethyl-6,10-dodecadien-1-yn-3-ol), O1CCCC1 (tetrahydrofuran), O (water), O1CCCC1 (tetrahydrofuran), [N+](=O)([O-])[O-].[K+] (potassium nitrate). The reagents and catalysts are [N+](=O)([O-])[O-].[Ag+] (silver nitrate). Yields the product CC(CC=CC(C)=O)=CCC=C(CCC=C(C)C)C (6,10,14-Trimethyl-3,6,9,13-pentadecatetraen-2-one). RXN SMILES: C([CH:4]([CH2:10][CH:11]=[C:12]([CH3:19])[CH2:13][CH2:14][CH:15]=[C:16]([CH3:18])[CH3:17])[C:5]([CH3:9])(O)[C:6]#[CH:7])(C)=C.O1C[CH2:23][CH2:22][CH2:21]1.[N+]([O-])([O-])=O.[K+].[OH2:30]>[N+]([O-])([O-])=O.[Ag+]>[CH3:9][C:5](=[CH:4][CH2:10][CH:11]=[C:12]([CH3:19])[CH2:13][CH2:14][CH:15]=[C:16]([CH3:17])[CH3:18])[CH2:6][CH:7]=[CH:21][C:22](=[O:30])[CH3:23] |f:2.3,5.6|. Procedure details: 4-Isopropenyl-3,7,11-trimethyl-6,10-dodecadien-1-yn-3-ol (0.260 g; 10-3 mole) is kept at the reflux temperature of tetrahydrofuran and protected from light, in the presence of silver nitrate (0.017 g; 10-4 mole) and potassium nitrate (0.101 g; 10-3 mole) in a mixture (6 cc) of tetrahydrofuran and water (2:1 by volume). After being heated under reflux for 15 hours, the reaction mixture is treated under the conditions described in Example 1. 6,10,14-Trimethyl-3,6,9,13-pentadecatetraen-2-one (0.120... Starting materials: C(CCCCCCCCCCC)C1=NN=NN1 (5-dodecyl-1H-tetrazole), BrC1=C(C=CC=C1)CC(=O)OCC (ethyl 2-bromophenylacetate), C(CCCCCCCCC)C1=NN=NN1 (5-decyl-1H-tetrazole), C(C)OC(C(CCCCC)Br)=O (ethyl-2-bromoheptanoate). Yields the product C(CCCCCCCCCCC)C=1N=NN(N1)C(C(=O)OCC)CCCCC (ethyl (±)-5-dodecyl-α-pentyl-2H-tetrazole-2-acetate). As a reaction SMILES: [CH2:1]([C:13]1[NH:17][N:16]=[N:15][N:14]=1)[CH2:2][CH2:3][CH2:4][CH2:5][CH2:6][CH2:7][CH2:8][CH2:9][CH2:10][CH2:11][CH3:12].C(C1NN=NN=1)CCCCCCCCC.[CH2:33]([O:35][C:36](=[O:44])[CH:37](Br)[CH2:38][CH2:39][CH2:40][CH2:41][CH3:42])[CH3:34].BrC1C=CC=CC=1CC(OCC)=O>>[CH2:1]([C:13]1[N:14]=[N:15][N:16]([CH:37]([CH2:38][CH2:39][CH2:40][CH2:41][CH3:42])[C:36]([O:35][CH2:33][CH3:34])=[O:44])[N:17]=1)[CH2:2][CH2:3][CH2:4][CH2:5][CH2:6][CH2:7][CH2:8][CH2:9][CH2:10][CH2:11][CH3:12]. Procedure details: When in the general procedure of Example 71 an appropriate amount of 5-dodecyl-1H-tetrazole was substituted for 5-decyl-1H-tetrazole and an appropriate amount of ethyl-2-bromoheptanoate was substituted for ethyl 2-bromophenylacetate, the title compound was obtained. Starting materials: C(C)(C)N(CC)C(C)C (diisopropylethylamine), C(OC)COC (dimethoxyethane), NCC1=NC=CC=C1 (2-(aminomethyl)pyridine), ClCC(=O)NC(CC(C)(C)C)(C)C (2-chloro-N-(1,1,3,3,-tetramethylbutyl)acetamide). Solvent: C(Cl)Cl (methylene chloride). Product: N1=C(C(=CC=C1)C(=O)N)C(=O)N (Pyridine diamide), pure product. As a reaction SMILES: [NH2:1][CH2:2][C:3]1[CH:8]=[CH:7][CH:6]=[CH:5][N:4]=1.ClC[C:11]([NH:13]C(C)(C)CC(C)(C)C)=[O:12].C(N(C(C)C)CC)(C)C.C(COC)[O:32]C>C(Cl)Cl>[N:4]1[CH:5]=[CH:6][CH:7]=[C:8]([C:11]([NH2:13])=[O:12])[C:3]=1[C:2]([NH2:1])=[O:32]. Procedure details: Pyridine diamide 4 was prepared according to the general procedure described in Example 8 using 2-(aminomethyl)pyridine (0.011 mol), 2-chloro-N-(1,1,3,3,-tetramethylbutyl)acetamide (0.033 mol), diisopropylethylamine (0.025 mol) and dimethoxyethane (25 mL). The product was isolated from the methylene chloride extraction of the acidic aqueous layer. The product was made basic by extraction of the methylene chloride solution with aqueous NaOH. The methylene chloride solution was concentrated, and t... The reactants are CS(=O)(=O)O, CC(=O)CCC(C)(C)OOC(C)(C)C, [H][H]. Product: CC(O)CCC(C)(C)OOC(C)(C)C. Reaction SMILES: [CH3:1][S:2](=[O:3])(=[O:4])[OH:5].[CH3:8][C:9]([CH3:10])([CH2:11][CH2:12][C:13]([CH3:14])=[O:15])[O:16][O:17][C:18]([CH3:19])([CH3:20])[CH3:21].[H:6][H:7]>>[CH3:8][C:9]([CH3:10])([CH2:11][CH2:12][CH:13]([CH3:14])[OH:15])[O:16][O:17][C:18]([CH3:19])([CH3:20])[CH3:21]. The solvent is CN1CCCC1=O (NMP). Product: COC1=CC2=C(N=C(S2)N[C@H]2[C@@H](CCCC2)O)C=C1 ((1R,2R)-2-(6-methoxybenzo[d]thiazol-2-ylamino)cyclohexanol). Procedure details: To the solution of 2-chloro-6-methoxybenzo[d]thiazole (1.0 g, 5 mmol) in 5.5 ml of NMP was added (1R,2R)-2-aminocyclohexanol hydrochloride (910 mg, 6 mmol) and DIPEA (2.44 ml, 14 mmol). The reaction solution was stirred at 115° C. for 96 hours. The crude reaction solution was purified by prep HPLC to give purified fractions that was combined and neutralized with solid NaHCO3. The resulting solution was extracted with ethyl acetate (2×300 ml). The combined organic layers were washed with water (6... The reactants are ClC=1SC2=C(N1)C=CC(=C2)OC (2-chloro-6-methoxybenzo[d]thiazole), Cl.N[C@H]1[C@@H](CCCC1)O ((1R,2R)-2-aminocyclohexanol hydrochloride), CCN(C(C)C)C(C)C (DIPEA). Reaction conditions: temperature 115 celsius, time 96 hour. As a reaction SMILES: Cl[C:2]1[S:3][C:4]2[CH:10]=[C:9]([O:11][CH3:12])[CH:8]=[CH:7][C:5]=2[N:6]=1.Cl.[NH2:14][C@@H:15]1[CH2:20][CH2:19][CH2:18][CH2:17][C@H:16]1[OH:21].CCN(C(C)C)C(C)C>CN1C(=O)CCC1>[CH3:12][O:11][C:9]1[CH:8]=[CH:7][C:5]2[N:6]=[C:2]([NH:14][C@@H:15]3[CH2:20][CH2:19][CH2:18][CH2:17][C@H:16]3[OH:21])[S:3][C:4]=2[CH:10]=1 |f:1.2|. The yield is 76.2%. The reactants are C=CCC(C)(C)C(=O)OCc1ccc(OC)cc1, B1C2CCCC1CCC2, [Na+], [OH-], O, OO. Product: COc1ccc(COC(=O)C(C)(C)CCCO)cc1. Reaction SMILES: [CH3:1][C:2]([C:3](=[O:4])[O:5][CH2:6][c:7]1[cH:8][cH:9][c:10]([O:13][CH3:14])[cH:11][cH:12]1)([CH2:15][CH:16]=[CH2:17])[CH3:18].[CH:19]12[CH2:20][CH2:21][CH2:22][CH:23]([BH:24]1)[CH2:25][CH2:26][CH2:27]2.[Na+:29].[OH-:28].[OH2:32].[OH:30][OH:31]>>[CH3:1][C:2]([C:3](=[O:4])[O:5][CH2:6][c:7]1[cH:8][cH:9][c:10]([O:13][CH3:14])[cH:11][cH:12]1)([CH2:15][CH2:16][CH2:17][OH:28])[CH3:18].